From a dataset of the Open Reaction Database (ORD), a public repository of structured organic reaction records. describe an organic reaction: reactants, conditions, products, and yield Starting materials: C(C)(C)(C)C1=CC=C(CBr)C=C1 (p-tert.butylbenzyl bromide), C(CCC)[N+](CCCC)(CCCC)CCCC (tetra butyl-ammonium), [C-]#N.[Na+] (NaCN). The solvent is O (water). Yields the product C(C)(C)(C)C1=CC=C(CC#N)C=C1 (p-Tert.butyl-benzyl cyanide). As a reaction SMILES: [C:1]([C:5]1[CH:12]=[CH:11][C:8]([CH2:9]Br)=[CH:7][CH:6]=1)([CH3:4])([CH3:3])[CH3:2].[CH2:13]([N+:17](CCCC)(CCCC)CCCC)CCC.[C-]#N.[Na+]>O>[C:1]([C:5]1[CH:12]=[CH:11][C:8]([CH2:9][C:13]#[N:17])=[CH:7][CH:6]=1)([CH3:4])([CH3:3])[CH3:2] |f:2.3|. Procedure: A mixture consisting of 107 g p-tert.butylbenzyl bromide, 2 g tetra butyl-ammonium jodide and 37 g NaCN in 50 ml water was heated during 1 hour at 100° C. After cooling the reaction mixture, the organic layer was separated and distilled in vacuo with a yield of 78 g of the desired cyanide. Then this product was fractionated in vacuo. Yield of p-tert.butylbenzyl cyanide: 65 g (80%): boiling point: 118° C./0,7 kPa: nD =1,5110. This cyanide has a very strong odor which reminds one of algae, seaweed... The reactants are CN(C)C=O, O=C(CCCl)Nc1ccccc1, OC(c1ccc(F)cc1)(c1ccc(F)cc1)C1CCNCC1, [I-], [K+], [Na+], [Na+], O=C([O-])[O-], O. Yields the product O=C(CCN1CCC(C(O)(c2ccc(F)cc2)c2ccc(F)cc2)CC1)Nc1ccccc1. RXN SMILES: [CH3:43][N:44]([CH3:45])[CH:46]=[O:47].[Cl:23][CH2:24][CH2:25][C:26](=[O:27])[NH:28][c:29]1[cH:30][cH:31][cH:32][cH:33][cH:34]1.[F:1][c:2]1[cH:3][cH:4][c:5]([C:8]([OH:9])([CH:10]2[CH2:11][CH2:12][NH:13][CH2:14][CH2:15]2)[c:16]2[cH:17][cH:18][c:19]([F:22])[cH:20][cH:21]2)[cH:6][cH:7]1.[I-:42].[K+:41].[Na+:35].[Na+:36].[O-:37][C:38](=[O:39])[O-:40].[OH2:48]>>[F:1][c:2]1[cH:3][cH:4][c:5]([C:8]([OH:9])([CH:10]2[CH2:11][CH2:12][N:13]([CH2:24][CH2:25][C:26](=[O:27])[NH:28][c:29]3[cH:30][cH:31][cH:32][cH:33][cH:34]3)[CH2:14][CH2:15]2)[c:16]2[cH:17][cH:18][c:19]([F:22])[cH:20][cH:21]2)[cH:6][cH:7]1. Reactants: CC1=NC(=C(C(=N1)Cl)[N+](=O)[O-])Cl (2-methyl-5-nitro-4,6-dichloro-pyrimidine), C(C)C(CC)N (1-ethyl-propyl-amine). Run in C1CCOC1 (THF). Reaction conditions: temperature -78 celsius, time 4 hour. The product is ClC1=C(C(=NC(=N1)C)NC(CC)CC)[N+](=O)[O-] ((6-Chloro-2-methyl-5-nitro-pyrimidin-4-yl)-(1-ethyl-propyl)-amine). Isolated yield 35.9%. Reaction SMILES: [CH3:1][C:2]1[N:7]=[C:6](Cl)[C:5]([N+:9]([O-:11])=[O:10])=[C:4]([Cl:12])[N:3]=1.[CH2:13]([CH:15]([NH2:18])[CH2:16][CH3:17])[CH3:14]>C1COCC1>[Cl:12][C:4]1[N:3]=[C:2]([CH3:1])[N:7]=[C:6]([NH:18][CH:15]([CH2:16][CH3:17])[CH2:13][CH3:14])[C:5]=1[N+:9]([O-:11])=[O:10]. Procedure details: A mixture of 2-methyl-5-nitro-4,6-dichloro-pyrimidine (208 mg, 1.00 mmol) and 1-ethyl-propyl-amine (87 mg, 1.03 mmol) in 2 ml of dry THF was stirred at −78° C. for 4 hours. The mixture was quenched with water and extracted with ethyl acetate. The organic layer was washed with brine, dried and concentrated to give a green oil. The oil was purified through silica gel column chromatography using chloroform to 1:1 hexane/chloroform as eluent to give the title compound (93 mg, 35%). 1H NMR (CDCl3) δ ... Starting materials: [BH-](OC(=O)C)(OC(=O)C)OC(=O)C.[Na+] (NaB(OAc)3H), OC1(CCC(CC1)=O)C=1SC=CN1 (4-hydroxy-4-(1,3-thiazol-2-yl)cyclohexanone), O=C(CNC(C1=CC(=CC=C1)C(F)(F)F)=O)NCC(N[C@H]1CNCC1)=O (N-[2-oxo-2-({2-oxo-2-[(3R)-pyrrolidin-3-ylamino]ethyl}amino)ethyl]-3-(trifluoromethyl)benzamide), C(Cl)Cl (CH2Cl2). Solvent: CC(=O)O (AcOH), CCOC(=O)C (EtOAc). Run at time 8 hour. Yields the product OC1(CCC(CC1)N1C[C@@H](CC1)NC(CNC(C1=CC(=CC=C1)C(F)(F)F)=O)=O)C=1SC=CN1 (N-[2-({(3R)-1-[4-Hydroxy-4-(1,3-thiazol-2-yl)cyclohexyl]pyrrolidin-3-yl}amino) -2-oxoethyl]-3-(trifluoromethyl)benzamide). Isolated yield 89.6%. Reaction SMILES: [OH:1][C:2]1([C:9]2[S:10][CH:11]=[CH:12][N:13]=2)[CH2:7][CH2:6][C:5](=O)[CH2:4][CH2:3]1.[O:14]=[C:15]([NH:30][CH2:31][C:32](=O)[NH:33][C@@H:34]1[CH2:38]CNC1)[CH2:16][NH:17][C:18](=[O:29])[C:19]1[CH:24]=[CH:23][CH:22]=[C:21]([C:25]([F:28])([F:27])[F:26])[CH:20]=1.C(Cl)Cl.[BH-](OC(C)=O)(OC(C)=O)OC(C)=O.[Na+]>CC(O)=O.CCOC(C)=O>[OH:1][C:2]1([C:9]2[S:10][CH:11]=[CH:12][N:13]=2)[CH2:7][CH2:6][CH:5]([N:33]2[CH2:34][CH2:38][C@@H:31]([NH:30][C:15](=[O:14])[CH2:16][NH:17][C:18](=[O:29])[C:19]3[CH:24]=[CH:23][CH:22]=[C:21]([C:25]([F:28])([F:27])[F:26])[CH:20]=3)[CH2:32]2)[CH2:4][CH2:3]1 |f:3.4|. Reported procedure: To a mixture of 4-hydroxy-4-(1,3-thiazol-2-yl)cyclohexanone (0.075 g, 0.38 mmol) and N-[2-oxo-2-({2-oxo-2-[(3R)-pyrrolidin-3-ylamino]ethyl}amino)ethyl]-3-(trifluoromethyl)benzamide (0.10 g, 0.317 mmol) in 2% AcOH(CH2Cl2 (10 mL) was added NaB(OAc)3H (0.134 g, 0.634 mmol). After being stirred overnight at room temperature under N2, the reaction mixture was diluted with EtOAc and washed with saturated Na2CO3. The aqueous was extracted with EtOAc (3×). The combined organic layers were dried (MgSO4),... The reactants are OC1=CC(=C(C(=O)OC)C=C1[N+](=O)[O-])C (methyl 4-hydroxy-2-methyl-5-nitrobenzoate), C([O-])([O-])=O.[K+].[K+] (potassium carbonate), O (water), C(C)(=O)OCC (ethyl acetate). Reagents/catalysts: C1COCCOCCOCCOCCOCCO1 (18-crown-6). The solvent is CN(C=O)C (N,N-dimethyl-formamide). Reaction conditions: temperature 80 celsius, time 1 hour. Yields the product CC1=C(C(=O)OC)C=C(C(=C1)OCC=C)[N+](=O)[O-] (Methyl 2-methyl-5-nitro-4-(2-propen-1-yloxy)benzoate). RXN SMILES: [OH:1][C:2]1[C:11]([N+:12]([O-:14])=[O:13])=[CH:10][C:5]([C:6]([O:8][CH3:9])=[O:7])=[C:4]([CH3:15])[CH:3]=1.[C:16](=O)([O-])[O-].[K+].[K+].O.C(O[CH2:27][CH3:28])(=O)C>CN(C)C=O.C1OCCOCCOCCOCCOCCOC1>[CH3:15][C:4]1[CH:3]=[C:2]([O:1][CH2:16][CH:27]=[CH2:28])[C:11]([N+:12]([O-:14])=[O:13])=[CH:10][C:5]=1[C:6]([O:8][CH3:9])=[O:7] |f:1.2.3|. Procedure details: To a solution of methyl 4-hydroxy-2-methyl-5-nitrobenzoate (6.3 g) in N,N-dimethyl-formamide (150 ml) were added at room temperature 18-crown-6 (79 mg) and potassium carbonate (8.3 g), and the mixture was stirred at 80° C. for one hour. The mixture was cooled to room temperature, and to the reaction solution were added water and ethyl acetate, and the mixture was extracted with ethyl acetate. The organic layer was dried over sodium sulfate, filtered and concentrated under reduced pressure to giv... The reactants are C(C)(=O)O[C@@H]1[C@@H](SCC=CC2=CC=CC=C2)O[C@@H]([C@H]([C@@H]1OC(C)=O)OC(C)=O)COC(C)=O (Cinnamyl 2,3,4,6-tetra-O-acetyl-1-thio-α-D-mannopyranoside). The reagents and catalysts are [Pd] (palladium-on-charcoal). The solvent is C(C)(=O)OCC (ethyl acetate), C(C)(=O)O (acetic acid). Run at time 8 hour. Yields the product C(C)(=O)O[C@@H]1[C@@H](SCCCC2=CC=CC=C2)O[C@@H]([C@H]([C@@H]1OC(C)=O)OC(C)=O)COC(C)=O (3-Phenylpropyl 2,3,4,6-tetra-O-acetyl-1-thio-α-D-mannopyranoside). Isolated yield 97.1%. As a reaction SMILES: [C:1]([O:4][C@H:5]1[C@@H:20]([O:21][C:22](=[O:24])[CH3:23])[C@H:19]([O:25][C:26](=[O:28])[CH3:27])[C@@H:18]([CH2:29][O:30][C:31](=[O:33])[CH3:32])[O:17][C@@H:6]1[S:7][CH2:8][CH:9]=[CH:10][C:11]1[CH:16]=[CH:15][CH:14]=[CH:13][CH:12]=1)(=[O:3])[CH3:2]>C(OCC)(=O)C.C(O)(=O)C.[Pd]>[C:1]([O:4][C@H:5]1[C@@H:20]([O:21][C:22](=[O:24])[CH3:23])[C@H:19]([O:25][C:26](=[O:28])[CH3:27])[C@@H:18]([CH2:29][O:30][C:31](=[O:33])[CH3:32])[O:17][C@@H:6]1[S:7][CH2:8][CH2:9][CH2:10][C:11]1[CH:12]=[CH:13][CH:14]=[CH:15][CH:16]=1)(=[O:3])[CH3:2]. Reported procedure: A solution of 2 (800 mg) in ethyl acetate (10 ml) and acetic acid (10 μl) containing 10% palladium-on-charcoal (400 mg) is hydrogenated overnight at room temperature. The catalyst is filtered off and washed with ethyl acetate. The combined filtrates are evaporated in vacuo to give 6 (780 mg, 97%); m.p. 73°-74° C. (ethyl ether-petroleum ether); [α]D27 +86.0±0.9° (C 1.08, chloroform). Starting materials: NC1=NC=CC=N1 (2-aminopyrimidine), C1(=CC=C(C=C1)S(=O)(=O)OC)C (methyl p-toluenesulfonate). Solvent: CC(=O)C (acetone). Reaction conditions: temperature 60 celsius, time 1 hour. Product: C1(=CC=C(C=C1)S(=O)(=O)[O-])C.NC1=[N+](C=CC=N1)C (2-amino-1-methylpyrimidinium p-toluenesulfonate). Reaction SMILES: [NH2:1][C:2]1[N:7]=[CH:6][CH:5]=[CH:4][N:3]=1.[C:8]1([CH3:19])[CH:13]=[CH:12][C:11]([S:14]([O:17]C)(=[O:16])=[O:15])=[CH:10][CH:9]=1>CC(C)=O>[C:8]1([CH3:19])[CH:9]=[CH:10][C:11]([S:14]([O-:17])(=[O:15])=[O:16])=[CH:12][CH:13]=1.[NH2:1][C:2]1[N:7]=[CH:6][CH:5]=[CH:4][N+:3]=1[CH3:8] |f:3.4|. Procedure: In a 200 ml three-necked flask were placed 1.8 g of 2-aminopyrimidine and 5.6 g of methyl p-toluenesulfonate, and the mixture was stirred at 120° C. for 3 hours. After the resulting mixture was cooled to 60° C., 100 ml of acetone was added and the mixture was stirred at room temperature for 1 hour. The crystals were filtered under reduced pressure, washed with acetone, and dried at room temperature under reduced pressure.